From a dataset of the Open Reaction Database (ORD), a public repository of structured organic reaction records. describe an organic reaction: reactants, conditions, products, and yield The reactants are CCn1ncc(C)c1-c1csc(C(=O)OC)c1, C1CCOC1, [K+], [OH-], O. The product is CCn1ncc(C)c1-c1csc(C(=O)O)c1. Reaction SMILES: [CH2:1]([CH3:2])[n:3]1[n:4][cH:5][c:6]([CH3:17])[c:7]1-[c:8]1[cH:9][c:10]([C:13](=[O:14])[O:15][CH3:16])[s:11][cH:12]1.[CH2:20]1[O:21][CH2:22][CH2:23][CH2:24]1.[K+:19].[OH-:18].[OH2:25]>>[CH2:1]([CH3:2])[n:3]1[n:4][cH:5][c:6]([CH3:17])[c:7]1-[c:8]1[cH:9][c:10]([C:13](=[O:14])[OH:15])[s:11][cH:12]1. Reactants: COC(=O)c1cc2ccc(Br)cc2s1, C1CCOC1, [K+], [OH-]. Product: O=C(O)c1cc2ccc(Br)cc2s1. RXN SMILES: [Br:1][c:2]1[cH:3][c:4]2[c:5]([cH:6][c:7]([C:9](=[O:10])[O:11][CH3:12])[s:8]2)[cH:13][cH:14]1.[CH2:17]1[O:18][CH2:19][CH2:20][CH2:21]1.[K+:16].[OH-:15]>>[Br:1][c:2]1[cH:3][c:4]2[c:5]([cH:6][c:7]([C:9](=[O:10])[OH:11])[s:8]2)[cH:13][cH:14]1. Starting materials: BrC1=C(C2=C(C(OC2)=O)C=C1)C=C (5-bromo-4-vinyl-2-benzofuran-1(3H)-one). The reagents and catalysts are [Pd] (Pd/C). Solvent: CO (MeOH). Product: BrC1=C(C2=C(C(OC2)=O)C=C1)CC (5-bromo-4-ethyl-2-benzofuran-1(3H)-one). As a reaction SMILES: [Br:1][C:2]1[CH:11]=[CH:10][C:5]2[C:6](=[O:9])[O:7][CH2:8][C:4]=2[C:3]=1[CH:12]=[CH2:13]>CO.[Pd]>[Br:1][C:2]1[CH:11]=[CH:10][C:5]2[C:6](=[O:9])[O:7][CH2:8][C:4]=2[C:3]=1[CH2:12][CH3:13]. Procedure: A mixture of 5-bromo-4-vinyl-2-benzofuran-1(3H)-one (2.0 g, 8.37 mmol) and Pd/C (400 mg) in 50 mL of MeOH was stirred at rt. under H2 (1 atm) overnight, and then filtered. The filtrate was concentrated. The resulting oil was purified by column chromatography to give 5-bromo-4-ethyl-2-benzofuran-1(3H)-one.